Dataset: the Open Reaction Database (ORD), a public repository of structured organic reaction records. Task: describe an organic reaction: reactants, conditions, products, and yield Starting materials: COCCI, CN(C)C=O, [H-], [Na+], COC(=O)c1cc2cc(O)c(OC)cc2c(-c2ccncc2)c1C(=O)OC. The product is COCCOc1cc2cc(C(=O)OC)c(C(=O)OC)c(-c3ccncc3)c2cc1OC. Reaction SMILES: [CH3:30][O:31][CH2:32][CH2:33][I:34].[CH3:35][N:36]([CH3:37])[CH:38]=[O:39].[H-:28].[Na+:29].[n:1]1[cH:2][cH:3][c:4](-[c:7]2[c:8]([C:24](=[O:25])[O:26][CH3:27])[c:9]([C:20](=[O:21])[O:22][CH3:23])[cH:10][c:11]3[cH:12][c:13]([OH:19])[c:14]([O:17][CH3:18])[cH:15][c:16]23)[cH:5][cH:6]1>>[n:1]1[cH:2][cH:3][c:4](-[c:7]2[c:8]([C:24](=[O:25])[O:26][CH3:27])[c:9]([C:20](=[O:21])[O:22][CH3:23])[cH:10][c:11]3[cH:12][c:13]([O:19][CH2:33][CH2:32][O:31][CH3:30])[c:14]([O:17][CH3:18])[cH:15][c:16]23)[cH:5][cH:6]1. RXN SMILES: [C:44](=[O:45])([OH:46])[O-:47].[CH2:1]([c:2]1[cH:3][cH:4][cH:5][cH:6][cH:7]1)[N:8]1[CH2:9][CH:10]([O:13][c:14]2[cH:15][cH:16][c:17]([N+:20](=[O:21])[O-:22])[cH:18][cH:19]2)[CH2:11][CH2:12]1.[CH2:49]1[O:50][CH2:51][CH2:52][CH2:53]1.[CH3:38][C:39]([CH3:40])([O-:41])[CH3:42].[Cl:23][CH2:24][S:25](=[O:26])(=[O:27])[c:28]1[cH:29][cH:30][cH:31][c:32]2[cH:33][cH:34][cH:35][cH:36][c:37]12.[K+:43].[Na+:48].[OH2:54]>>[CH2:1]([c:2]1[cH:3][cH:4][cH:5][cH:6][cH:7]1)[N:8]1[CH2:9][CH:10]([O:13][c:14]2[cH:15][cH:16][c:17]([N+:20](=[O:21])[O-:22])[c:18]([CH2:24][S:25](=[O:26])(=[O:27])[c:28]3[cH:29][cH:30][cH:31][c:32]4[cH:33][cH:34][cH:35][cH:36][c:37]34)[cH:19]2)[CH2:11][CH2:12]1. The reactants are O=C([O-])O, O=[N+]([O-])c1ccc(OC2CCN(Cc3ccccc3)C2)cc1, C1CCOC1, CC(C)(C)[O-], O=S(=O)(CCl)c1cccc2ccccc12, [K+], [Na+], O. Product: O=[N+]([O-])c1ccc(OC2CCN(Cc3ccccc3)C2)cc1CS(=O)(=O)c1cccc2ccccc12. Starting materials: solution, [F-].C(CCC)[N+](CCCC)(CCCC)CCCC (tetra-n-butylammonium fluoride), FC=1C=C(CC(CCCCC(=O)OCC)C=CC2=C(C=CC(=C2)F)OCC2=CC=C(C=C2)C2=CC=C(C=C2)C(F)(F)F)C=C(C1O[Si](C(C)C)(C(C)C)C(C)C)F (ethyl 6-(3,5-difluoro-4-triisopropylsilanyloxybenzyl)-8-[5-fluoro-2-(4′-trifluoromethylbiphenyl-4-ylmethoxy)phenyl]oct-7-enoate). Solvent: C1CCOC1 (THF), C1CCOC1 (THF). Yields the product FC=1C=C(CC(CCCCC(=O)OCC)C=CC2=C(C=CC(=C2)F)OCC2=CC=C(C=C2)C2=CC=C(C=C2)C(F)(F)F)C=C(C1O)F (Ethyl 6-(3,5-difluoro-4-hydroxybenzyl)-8-[5-fluoro-2-(4′-trifluoromethylbiphenyl-4-ylmethoxy)-phenyl]oct-7-enoate). As a reaction SMILES: [F:1][C:2]1[CH:3]=[C:4]([CH:43]=[C:44]([F:57])[C:45]=1[O:46][Si](C(C)C)(C(C)C)C(C)C)[CH2:5][CH:6]([CH:16]=[CH:17][C:18]1[CH:23]=[C:22]([F:24])[CH:21]=[CH:20][C:19]=1[O:25][CH2:26][C:27]1[CH:32]=[CH:31][C:30]([C:33]2[CH:38]=[CH:37][C:36]([C:39]([F:42])([F:41])[F:40])=[CH:35][CH:34]=2)=[CH:29][CH:28]=1)[CH2:7][CH2:8][CH2:9][CH2:10][C:11]([O:13][CH2:14][CH3:15])=[O:12].[F-].C([N+](CCCC)(CCCC)CCCC)CCC>C1COCC1>[F:1][C:2]1[CH:3]=[C:4]([CH:43]=[C:44]([F:57])[C:45]=1[OH:46])[CH2:5][CH:6]([CH:16]=[CH:17][C:18]1[CH:23]=[C:22]([F:24])[CH:21]=[CH:20][C:19]=1[O:25][CH2:26][C:27]1[CH:32]=[CH:31][C:30]([C:33]2[CH:34]=[CH:35][C:36]([C:39]([F:41])([F:42])[F:40])=[CH:37][CH:38]=2)=[CH:29][CH:28]=1)[CH2:7][CH2:8][CH2:9][CH2:10][C:11]([O:13][CH2:14][CH3:15])=[O:12] |f:1.2|. Procedure: 720 mg (0.89 mmol) of ethyl 6-(3,5-difluoro-4-triisopropylsilanyloxybenzyl)-8-[5-fluoro-2-(4′-trifluoromethylbiphenyl-4-ylmethoxy)phenyl]oct-7-enoate are introduced into 15 ml of THF at 0° C. under argon, 1.77 ml (1.77 mmol) of a 1 M solution of tetra-n-butylammonium fluoride in THF are added, and the mixture is stirred at room temperature until reaction is complete. All the volatile components are removed in vacuo. The resulting crude product is purified by chromatography on silica gel (mobile ... The reactants are C(C)(C)N(CC[C@H](C1=CC=CC=C1)C1=C(C=CC(=C1)C(C)=O)OCC1=CC=CC=C1)C(C)C (N,N-Diisopropyl-3(R)-(5-acetyl-2-benzyloxyphenyl)-3-phenylpropanamine), [H-].[H-].[H-].[H-].[Li+].[Al+3] (LiAlH4), [H-].[H-].[H-].[H-].[Li+].[Al+3] (LiAlH4). Solvent: C1CCOC1 (THF). Conditions: time 2 hour. Yields the product C(C)(C)N(CC[C@H](C1=CC=CC=C1)C1=C(C=CC(=C1)C(C)O)OCC1=CC=CC=C1)C(C)C (N,N-Diisopropyl-3(R)-[2-benzyloxy-5-(1-hydroxyethyl)phenyl]-3-phenylpropanamine). Yield: 78.0%. As a reaction SMILES: [CH:1]([N:4]([CH:31]([CH3:33])[CH3:32])[CH2:5][CH2:6][C@@H:7]([C:14]1[CH:19]=[C:18]([C:20](=[O:22])[CH3:21])[CH:17]=[CH:16][C:15]=1[O:23][CH2:24][C:25]1[CH:30]=[CH:29][CH:28]=[CH:27][CH:26]=1)[C:8]1[CH:13]=[CH:12][CH:11]=[CH:10][CH:9]=1)([CH3:3])[CH3:2].[H-].[H-].[H-].[H-].[Li+].[Al+3]>C1COCC1>[CH:31]([N:4]([CH:1]([CH3:3])[CH3:2])[CH2:5][CH2:6][C@@H:7]([C:14]1[CH:19]=[C:18]([CH:20]([OH:22])[CH3:21])[CH:17]=[CH:16][C:15]=1[O:23][CH2:24][C:25]1[CH:26]=[CH:27][CH:28]=[CH:29][CH:30]=1)[C:8]1[CH:9]=[CH:10][CH:11]=[CH:12][CH:13]=1)([CH3:33])[CH3:32] |f:1.2.3.4.5.6|. Procedure details: N,N-Diisopropyl-3(R)-(5-acetyl-2-benzyloxyphenyl)-3-phenylpropanamine, prepared as described in Example 13.1, (3.5 g, 7.90 mmol) dissolved in dry THF was added to LiAlH4 (0.2 g, 5.41 mmol). After 2 hours of stirring, additional LiAlH4 (50 mg, 1.32 mmol) was added and the reaction mixture was stirred for 1.5 hours. The reaction was quenched and the solvent evaporated. The residue was chromatographed on silica (toluene-E3N 90:10) to give 2.74 g (78%) of an oil that crystallised slowly upon storage...